Dataset: the Open Reaction Database (ORD), a public repository of structured organic reaction records. Task: describe an organic reaction: reactants, conditions, products, and yield Reactants: O=P(Cl)(Cl)Cl (POCl3), FC1=C(C=CC(=C1)F)N1N=CC2=C1N(C(C(N2)=O)=O)CC (1-(2,4-difluorophenyl)-7-ethyl-1H-pyrazolo[3,4-b]pyrazine-5,6(4H,7H)-dione), C(C)(C)N(C(C)C)CC (N,N-diisopropylethylamine). Solvent: C1(=CC=CC=C1)C (toluene). Conditions: temperature 110 celsius. The product is ClC=1C(N(C2=C(N1)C=NN2C2=C(C=C(C=C2)F)F)CC)=O (5-chloro-1-(2,4-difluorophenyl)-7-ethyl-1H-pyrazolo[4,3-b]pyrazin-6(7H)-one). As a reaction SMILES: [F:1][C:2]1[CH:7]=[C:6]([F:8])[CH:5]=[CH:4][C:3]=1[N:9]1[C:13]2[N:14]([CH2:20][CH3:21])[C:15](=[O:19])[C:16](=O)[NH:17][C:12]=2[CH:11]=[N:10]1.O=P(Cl)(Cl)[Cl:24].C(N(CC)C(C)C)(C)C>C1(C)C=CC=CC=1>[Cl:24][C:16]1[C:15](=[O:19])[N:14]([CH2:20][CH3:21])[C:13]2[N:9]([C:3]3[CH:4]=[CH:5][C:6]([F:8])=[CH:7][C:2]=3[F:1])[N:10]=[CH:11][C:12]=2[N:17]=1. Procedure details: A mixture of 1-(2,4-difluorophenyl)-7-ethyl-1H-pyrazolo[3,4-b]pyrazine-5,6(4H,7H)-dione (330 mg, 1.13 mmol) in 5 mL of toluene was treated with POCl3 (0.16 mL, 1.70 mmol) followed by N,N-diisopropylethylamine (0.16 mL, 0.9 mmol). The reaction mixture was heated in an oil bath at 110° C. for 2.5 h. The volatiles were removed on the rotovap and the residue was dissolved in ice cold DCM (20 mL) and washed with NaHCO3 saturated solution, dried over MgSO4, filtered and concentrated affording 5-chloro...